From a dataset of the Open Reaction Database (ORD), a public repository of structured organic reaction records. describe an organic reaction: reactants, conditions, products, and yield Reactants: [H-].[Na+] (Sodium hydride), S(=O)(=O)(C1=CC=C(C)C=C1)N=[N+]=[N-] (tosyl azide), C(C)(=O)C1=CC=CC=C1 (acetophenone), C(=O)OCC (ethyl formate). Solvent: CCOCC (ether), C(C)O (ethanol). Conditions: time 1 hour. Product: [N+](=[N-])=CC(=O)C1=CC=CC=C1 (2-Diazo-1-phenylethanone). RXN SMILES: [H-].[Na+].[C:3]([C:6]1[CH:11]=[CH:10][CH:9]=[CH:8][CH:7]=1)(=[O:5])[CH3:4].C(OCC)=O.S([N:27]=[N+:28]=[N-])(C1C=CC(C)=CC=1)(=O)=O>CCOCC.C(O)C>[N+:27](=[CH:4][C:3]([C:6]1[CH:11]=[CH:10][CH:9]=[CH:8][CH:7]=1)=[O:5])=[N-:28] |f:0.1|. Procedure details: Sodium hydride (50% in oil, 0.53 g) is suspended in ether (20 ml), cooled to 0°, then treated dropwise with a mixture of acetophenone 1.2 ml) and ethyl formate (0.90 ml). The reaction is stirred 1 hr at 0° then overnight at 22°. The precipitate is filtered and washed well with ether to give a solid. The solid is suspended in ethanol (10 ml), cooled to 0°, then treated dropwise with tosyl azide (0.97 g). The reaction is stirred for 3 hrs, concentrated, dissolved in 1N sodium hydroxide and extract...